From a dataset of the Open Reaction Database (ORD), a public repository of structured organic reaction records. describe an organic reaction: reactants, conditions, products, and yield Starting materials: C([O-])([O-])=O.[K+].[K+] (potassium carbonate), CN(C)C=O (DMF), ClC=1C=CC(=C(C(=O)OC)C1)NC(CCl)=O (methyl 5-chloro-2-[(chloroacetyl)amino]benzoate), C(C)(C)(C)C=1C=C(C=CC1)O (3-tert-butylphenol). The solvent is C(C)(=O)OCC (ethyl acetate), O (Water). Conditions: temperature 80 celsius, time 7 hour. The product is C(C)(C)(C)C=1C=C(OCC(=O)NC2=C(C(=O)OC)C=C(C=C2)Cl)C=CC1 (methyl 2-{[(3-tert-butylphenoxy)acetyl]amino}-5-chlorobenzoate). Isolated yield 29.9%. As a reaction SMILES: C(=O)([O-])[O-].[K+].[K+].CN(C=O)C.[Cl:12][C:13]1[CH:14]=[CH:15][C:16]([NH:23][C:24](=[O:27])[CH2:25]Cl)=[C:17]([CH:22]=1)[C:18]([O:20][CH3:21])=[O:19].[C:28]([C:32]1[CH:33]=[C:34]([OH:38])[CH:35]=[CH:36][CH:37]=1)([CH3:31])([CH3:30])[CH3:29]>C(OCC)(=O)C.O>[C:28]([C:32]1[CH:33]=[C:34]([CH:35]=[CH:36][CH:37]=1)[O:38][CH2:25][C:24]([NH:23][C:16]1[CH:15]=[CH:14][C:13]([Cl:12])=[CH:22][C:17]=1[C:18]([O:20][CH3:21])=[O:19])=[O:27])([CH3:31])([CH3:29])[CH3:30] |f:0.1.2|. Procedure details: 1.59 g (11.5 mmol) of potassium carbonate was added to a DMF (20 mL) solution comprising 1.00 g (3.82 mmol) of methyl 5-chloro-2-[(chloroacetyl)amino]benzoate and 574 mg (3.82 mmol) of 3-tert-butylphenol. The mixture was stirred at 80° C. for 7 hours, and then cooled to room temperature. Water and ethyl acetate were added thereto, and extraction was performed. Thereafter, the organic layer was separated, washed with saturated saline, dried over sodium sulfate, and filtered. After the filtrate wa... Reactants: CC1(S(N=C(OC1(C)C)OC1=CC=C(C=C1)[N+](=O)[O-])(=O)=O)C (5,5,6,6-tetramethyl-2-(4-nitrophenoxy)-5,6-dihydro-1,4,3-oxathiazine 4,4-dioxide), Cl.ClC1=C(C=CC=C1)[C@H](C)N ((S)-1-(2-chlorophenyl)ethylamine hydrochloride). The solvent is ClCCl (dichloromethane), C(C)(C)N(C(C)C)CC (N,N-diisopropylethylamine), ClCCl (dichloromethane). The product is ClC1=C(C=CC=C1)[C@H](C)NC=1OC(C(S(N1)(=O)=O)(C)C)(C)C ([(S)-1-(2-Chlorophenyl)ethyl]-(5,5,6,6-tetramethyl-4,4-dioxo-5,6-dihydro-4H-4lambda6-[1,4,3]oxathiazin-2-yl)amine). The yield is 81.4%. As a reaction SMILES: [CH3:1][C:2]1([CH3:22])[C:7]([CH3:9])([CH3:8])[O:6][C:5](OC2C=CC([N+]([O-])=O)=CC=2)=[N:4][S:3]1(=[O:21])=[O:20].Cl.[Cl:24][C:25]1[CH:30]=[CH:29][CH:28]=[CH:27][C:26]=1[C@@H:31]([NH2:33])[CH3:32]>ClCCl.C(N(CC)C(C)C)(C)C>[Cl:24][C:25]1[CH:30]=[CH:29][CH:28]=[CH:27][C:26]=1[C@@H:31]([NH:33][C:5]1[O:6][C:7]([CH3:8])([CH3:9])[C:2]([CH3:1])([CH3:22])[S:3](=[O:20])(=[O:21])[N:4]=1)[CH3:32] |f:1.2|. Procedure: Under inert gas, 200 mg of 5,5,6,6-tetramethyl-2-(4-nitrophenoxy)-5,6-dihydro-1,4,3-oxathiazine 4,4-dioxide and 176 mg of (S)-1-(2-chlorophenyl)ethylamine hydrochloride were dissolved in 1 ml of dichloromethane and 0.21 ml of N,N-diisopropylethylamine, and the mixture was stirred at room temperature for 16 hours. Subsequently, the reaction solution was diluted with 50 ml of dichloromethane, washed three times with 30 ml of 10% aqueous ammonia solution, three times with 30 ml of 1 N aqueous hydro... Starting materials: BrBr (bromine), C(C)OC1=NC=C(C=C1C=1NC(C=2C(N1)=CN(N2)C)=O)[N+](=O)[O-] (5-(2-Ethoxy-5-nitropyridin-3-yl)-2-methyl-2,6-dihydro-7H-pyrazolo[4,3-d]pyrimidin-7-one), BrBr (bromine), C(C)(=O)[O-].[Na+] (sodium acetate). Solvent: C(C)(=O)O (acetic acid). Run at time 18 hour. Product: BrC=1N(N=C2C1N=C(NC2=O)C=2C(=NC=C(C2)[N+](=O)[O-])OCC)C (3-Bromo-5-(2-ethoxy-5-nitropyridin-3-yl)-2-methyl-2,6-dihydro-7H-pyrazolo[4,3-d]pyrimidin-7-one). RXN SMILES: [CH2:1]([O:3][C:4]1[C:9]([C:10]2[NH:11][C:12](=[O:20])[C:13]3[C:14](=[CH:16][N:17]([CH3:19])[N:18]=3)[N:15]=2)=[CH:8][C:7]([N+:21]([O-:23])=[O:22])=[CH:6][N:5]=1)[CH3:2].[Br:24]Br.C([O-])(=O)C.[Na+]>C(O)(=O)C>[Br:24][C:16]1[N:17]([CH3:19])[N:18]=[C:13]2[C:12](=[O:20])[NH:11][C:10]([C:9]3[C:4]([O:3][CH2:1][CH3:2])=[N:5][CH:6]=[C:7]([N+:21]([O-:23])=[O:22])[CH:8]=3)=[N:15][C:14]=12 |f:2.3|. Procedure: A mixture of the title compound of Example 52 (6.9 g, 21.8 mmol), bromine (1.35 mL, 26.2 mmol), and sodium acetate (2.7 g, 32.7 mmol) in acetic acid (100 mL) was heated under reflux for 7 h, then allowed to cool. Additional bromine (0.35 mL, 6.8 mmol) was added and the reaction stirred at room temperature for a further 18 h. The reaction mixture was concentrated under reduced pressure and azeotroped with toluene. The residue was partitioned between dichloromethane and water and the resulting pre... Starting materials: CI (methyl iodide), CI (methyl iodide), COC([C@@H](NC(=O)C1(CCCC1)CCOC)CC1=CC=C(C=C1)[N+](=O)[O-])=O (N-[[1-(2-methoxyethyl)cyclopentyl]carbonyl]-4-nitro-L-phenylalanine methyl ester). Reagents/catalysts: [Ag]=O (silver oxide), [Ag]=O (silver oxide). The solvent is CN(C)C=O (DMF). Run at time 2 day. The product is COC([C@@H](N(C)C(=O)C1(CCCC1)CCOC)CC1=CC=C(C=C1)[N+](=O)[O-])=O (N-[[1-(2-Methoxyethyl)Cyclopentyl]Carbonyl]-N-Methyl-4-Nitro-L-Phenylalanine Methyl Ester). Reaction SMILES: [CH3:1][O:2][C:3](=[O:27])[C@H:4]([CH2:17][C:18]1[CH:23]=[CH:22][C:21]([N+:24]([O-:26])=[O:25])=[CH:20][CH:19]=1)[NH:5][C:6]([C:8]1([CH2:13][CH2:14][O:15][CH3:16])[CH2:12][CH2:11][CH2:10][CH2:9]1)=[O:7].[CH3:28]I>CN(C=O)C.[Ag]=O>[CH3:1][O:2][C:3](=[O:27])[C@H:4]([CH2:17][C:18]1[CH:23]=[CH:22][C:21]([N+:24]([O-:26])=[O:25])=[CH:20][CH:19]=1)[N:5]([C:6]([C:8]1([CH2:13][CH2:14][O:15][CH3:16])[CH2:12][CH2:11][CH2:10][CH2:9]1)=[O:7])[CH3:28]. Reported procedure: To a suspension of N-[[1-(2-methoxyethyl)cyclopentyl]carbonyl]-4-nitro-L-phenylalanine methyl ester (2.73 mmol, 1.03 g) and silver oxide (10.9 mmol, 2.53 g) in DMF (25 mL) was added methyl iodide (160 mmol, 10 mL) at room temperature. The suspesion was stirred for 2 days at room temperature at which time TLC analysis of the mixture indicated the presence of starting material. An additional 10 mL (160 mmol) of methyl iodide and 2 g (8.6 mmol) of silver oxide were added, respectively. The suspensi...